From a dataset of the Open Reaction Database (ORD), a public repository of structured organic reaction records. describe an organic reaction: reactants, conditions, products, and yield Starting materials: FC1=C(C=CC=C1)[N+](=O)[O-] (1-Fluoro-2-nitrobenzene), ClS(=O)(=O)O (chlorosulfonic acid). Reaction conditions: temperature 100 celsius. Yields the product FC1=C(C=C(C=C1)S(=O)(=O)Cl)[N+](=O)[O-] (4-fluoro-3-nitrobenzenesulfonyl chloride). Yield: 65.2%. As a reaction SMILES: [F:1][C:2]1[CH:7]=[CH:6][CH:5]=[CH:4][C:3]=1[N+:8]([O-:10])=[O:9].[Cl:11][S:12](O)(=[O:14])=[O:13]>>[F:1][C:2]1[CH:7]=[CH:6][C:5]([S:12]([Cl:11])(=[O:14])=[O:13])=[CH:4][C:3]=1[N+:8]([O-:10])=[O:9]. Procedure details: 1-Fluoro-2-nitrobenzene (50.0 g, 0.354 mol) was added to chlorosulfonic acid (91 g, 0.778 mol) at 65° C. The resulting mixture was then heated to 100° C. for 18 h. The mixture was cooled to room temperature, poured over ice and extracted with methylene chloride. The combined organic layers were then washed with NaHCO3, then brine, dried over MgSO4, filtered and concentrated in vacuo to afford 4-fluoro-3-nitrobenzenesulfonyl chloride (55.3 g, 65% yield) as a brown oil. Starting materials: C(C)OC(=O)C1CCN(CC1)C=1N=NC(=C(C1C)C)CC1=CC=CC=C1 (1-(6-benzyl-4,5-dimethyl-pyridazin-3-yl)-piperidine-4-carboxylic acid ethyl ester), [OH-].[Na+] (sodium hydroxide). Run in CCO (EtOH), O (H2O). Reaction conditions: temperature 25 celsius, time 2 hour. The product is C(C1=CC=CC=C1)C1=C(C(=C(N=N1)N1CCC(CC1)C(=O)O)C)C (1-(6-benzyl-4,5-dimethyl-pyridazin-3-yl)-piperidine-4-carboxylic acid). Yield: 83.6%. RXN SMILES: C([O:3][C:4]([CH:6]1[CH2:11][CH2:10][N:9]([C:12]2[N:13]=[N:14][C:15]([CH2:20][C:21]3[CH:26]=[CH:25][CH:24]=[CH:23][CH:22]=3)=[C:16]([CH3:19])[C:17]=2[CH3:18])[CH2:8][CH2:7]1)=[O:5])C.[OH-].[Na+]>CCO.O>[CH2:20]([C:15]1[N:14]=[N:13][C:12]([N:9]2[CH2:10][CH2:11][CH:6]([C:4]([OH:5])=[O:3])[CH2:7][CH2:8]2)=[C:17]([CH3:18])[C:16]=1[CH3:19])[C:21]1[CH:26]=[CH:25][CH:24]=[CH:23][CH:22]=1 |f:1.2|. Reported procedure: To a solution of 1-(6-benzyl-4,5-dimethyl-pyridazin-3-yl)-piperidine-4-carboxylic acid ethyl ester (0.88 g, 2.5 mmol) in EtOH (8 mL) is added a solution of sodium hydroxide (0.8 g, 20.1 mmol) in H2O (8 mL). After being stirred at 25° C. for 2 h, the mixture is concentrated, and extracted with CH2Cl2 (2×10 mL) to remove impurities. The aqueous layer is acidified by 1N HCl to pH ˜5, and extracted with CH2Cl2 (6×20 mL). The combined organic solution is dried over Na2SO4, filtered and concentrated t... The reactants are OC1=CC=C(C(=O)C2=CC=CC=C2)C=C1 (4-hydroxybenzophenone), C1(CC1)C(=O)Cl (cyclopropanecarbonyl chloride). Solvent: N1=CC=CC=C1 (pyridine). Yields the product C1(CC1)C(=O)OC1=CC=C(C(=O)C2=CC=CC=C2)C=C1 (4-cyclopropanecarbonyloxybenzophenone). RXN SMILES: [OH:1][C:2]1[CH:15]=[CH:14][C:5]([C:6]([C:8]2[CH:13]=[CH:12][CH:11]=[CH:10][CH:9]=2)=[O:7])=[CH:4][CH:3]=1.[CH:16]1([C:19](Cl)=[O:20])[CH2:18][CH2:17]1>N1C=CC=CC=1>[CH:16]1([C:19]([O:1][C:2]2[CH:3]=[CH:4][C:5]([C:6]([C:8]3[CH:13]=[CH:12][CH:11]=[CH:10][CH:9]=3)=[O:7])=[CH:14][CH:15]=2)=[O:20])[CH2:18][CH2:17]1. Reported procedure: Prepared from 6.0 g of 4-hydroxybenzophenone and 4.1 ml of cyclopropanecarbonyl chloride in 70 ml of pyridine. Recrystallized from ethyl acetate-ethanol-water mixture; M.P.~81°-81.5° C. Starting materials: ClC1=C(C=CC(=C1Cl)F)C(=O)N1CC(NCC1)=O (4-[(2,3-dichloro-4-fluorophenyl)carbonyl]-2-piperazinone), F[B-](F)(F)F.C(C)[O+](CC)CC (triethyloxonium tetrafluoroborate), FC=1C=CC(=NC1)C(=O)NN (5-fluoro-2-pyridinecarbohydrazide). The solvent is ClCCl (Dichloromethane). Run at time 3 hour. The product is ClC1=C(C=CC(=C1Cl)F)C(=O)N1CC=2N(CC1)C(=NN2)C2=NC=C(C=C2)F (7-[(2,3-Dichloro-4-fluorophenyl)carbonyl]-3-(5-fluoro-2-pyridinyl)-5,6,7,8-tetrahydro[1,2,4]triazolo[4,3-a]pyrazine). Reaction SMILES: [Cl:1][C:2]1[C:7]([Cl:8])=[C:6]([F:9])[CH:5]=[CH:4][C:3]=1[C:10]([N:12]1[CH2:17][CH2:16][NH:15][C:14](=O)[CH2:13]1)=[O:11].F[B-](F)(F)F.C([O+](CC)CC)C.[F:31][C:32]1[CH:33]=[CH:34][C:35]([C:38]([NH:40][NH2:41])=O)=[N:36][CH:37]=1>ClCCl>[Cl:1][C:2]1[C:7]([Cl:8])=[C:6]([F:9])[CH:5]=[CH:4][C:3]=1[C:10]([N:12]1[CH2:17][CH2:16][N:15]2[C:38]([C:35]3[CH:34]=[CH:33][C:32]([F:31])=[CH:37][N:36]=3)=[N:40][N:41]=[C:14]2[CH2:13]1)=[O:11] |f:1.2|. Reported procedure: To a solution of 4-[(2,3-dichloro-4-fluorophenyl)carbonyl]-2-piperazinone (I34) (5.08 g, 17.45 mmol) in Dichloromethane (DCM) (80 mL) was added triethyloxonium tetrafluoroborate (3.48 g, 18.32 mmol). The solution was then stirred under argon for 20 minutes before 5-fluoro-2-pyridinecarbohydrazide (I24) (3.25 g, 20.94 mmol) was added. The solution was then stirred for a further 3 hours, before the solvent was concentrated and n-butanol (80 mL) was added. The solution was then stirred, under reflu... Starting materials: O(C1=CC=CC=C1)C1=CC=C(C=C1)C(C(=O)OCC)=O (ethyl 4-phenoxyphenylglyoxylate), Cl.NO (hydroxylamine hydrochloride), C(C)(=O)[O-].[Na+] (sodium acetate). The solvent is C(C)O (ethanol). The product is O\N=C(\C(=O)OCC)/C1=CC=C(C=C1)OC1=CC=CC=C1 (ethyl E-2-hydroxyimino-2-(4-phenoxyphenyl)acetate). Isolated yield 27.5%. RXN SMILES: [O:1]([C:8]1[CH:13]=[CH:12][C:11]([C:14](=O)[C:15]([O:17][CH2:18][CH3:19])=[O:16])=[CH:10][CH:9]=1)[C:2]1[CH:7]=[CH:6][CH:5]=[CH:4][CH:3]=1.Cl.[NH2:22][OH:23].C([O-])(=O)C.[Na+]>C(O)C>[OH:23]/[N:22]=[C:14](\[C:11]1[CH:12]=[CH:13][C:8]([O:1][C:2]2[CH:7]=[CH:6][CH:5]=[CH:4][CH:3]=2)=[CH:9][CH:10]=1)/[C:15]([O:17][CH2:18][CH3:19])=[O:16] |f:1.2,3.4|. Procedure: A mixture of ethyl 4-phenoxyphenylglyoxylate (37.9 g), hydroxylamine hydrochloride (11.7 g), sodium acetate (17.3 g) and ethanol (200 ml) was heated under reflux for 15 hours. The reaction mixture was concentrated, and the residue was diluted with water and extracted with ethyl acetate. The ethyl acetate layer was washed with water, dried (MgSO4), and then concentrated. The residual crystals were recrystallized from toluene-hexane to obtain ethyl E-2-hydroxyimino-2-(4-phenoxyphenyl)acetate (11.0... Reactants: FC1=CC=C(C=C1)[N+](=O)[O-] (4-fluoronitrobenzene), C(C)(C)(CC)C1=CC=C(C=C1)O (4-tert-pentylphenol), CS(=O)C (DMSO). Run at time 2 hour. The product is [N+](=O)([O-])C1=CC=C(C=C1)OC1=CC=C(C=C1)C(C)(C)CC (1-nitro-4-(4-(tert-pentyl)phenoxy)benzene). Isolated yield 83.1%. Reaction SMILES: F[C:2]1[CH:7]=[CH:6][C:5]([N+:8]([O-:10])=[O:9])=[CH:4][CH:3]=1.[C:11]([C:16]1[CH:21]=[CH:20][C:19]([OH:22])=[CH:18][CH:17]=1)([CH2:14][CH3:15])([CH3:13])[CH3:12].CS(C)=O>>[N+:8]([C:5]1[CH:6]=[CH:7][C:2]([O:22][C:19]2[CH:20]=[CH:21][C:16]([C:11]([CH2:14][CH3:15])([CH3:12])[CH3:13])=[CH:17][CH:18]=2)=[CH:3][CH:4]=1)([O-:10])=[O:9]. Procedure: Following procedure A, 4-fluoronitrobenzene (318 mg, 2.25 mmol, 1.00 eq) and 4-tert-pentylphenol (460 mg, 2.28 mmol, 1.24 eq) were dissolved in DMSO (6 mL) Anhydrous K2CO3 (465 mg, 3.37 mmol, 1.49 eq) was added and the reaction mixture was stirred at room temperature for 2 h. After extraction with Et2O, the crude product was purified by flash column chromatography (SiO2; EtOAc/petrolether 1:100) to afford the title compound as colourless solid (533 mg, 1.87 mmol, 83% yield). Rf=0.70 (EtOAc/PE 1:...